From a dataset of the Open Reaction Database (ORD), a public repository of structured organic reaction records. describe an organic reaction: reactants, conditions, products, and yield The reactants are [N+](=O)([O-])C1=CC=C(C=N1)N1CCN(CC1)C(=O)C1=C(C=CC=C1)C(F)(F)F ([4-(6-nitropyridin-3-yl)piperazin-1-yl]-(2-trifluoromethylphenyl)-methanone), C1CCOC1 (THF). Reagents/catalysts: [Pd] (Pd/C). Run in CO (MeOH). Conditions: temperature 25 celsius, time 4 hour. Product: NC1=CC=C(C=N1)N1CCN(CC1)C(=O)C1=C(C=CC=C1)C(F)(F)F ([4-(6-AMINOPYRIDIN-3-YL)PIPERAZIN-1-YL]-(2-TRIFLUOROMETHYLPHENYL)METHANONE). Yield: 48.4%. Reaction SMILES: [N+:1]([C:4]1[N:9]=[CH:8][C:7]([N:10]2[CH2:15][CH2:14][N:13]([C:16]([C:18]3[CH:23]=[CH:22][CH:21]=[CH:20][C:19]=3[C:24]([F:27])([F:26])[F:25])=[O:17])[CH2:12][CH2:11]2)=[CH:6][CH:5]=1)([O-])=O.C1COCC1>[Pd].CO>[NH2:1][C:4]1[N:9]=[CH:8][C:7]([N:10]2[CH2:11][CH2:12][N:13]([C:16]([C:18]3[CH:23]=[CH:22][CH:21]=[CH:20][C:19]=3[C:24]([F:27])([F:26])[F:25])=[O:17])[CH2:14][CH2:15]2)=[CH:6][CH:5]=1. Procedure details: To a solution of [4-(6-nitropyridin-3-yl)piperazin-1-yl]-(2-trifluoromethylphenyl)-methanone (0.089 g, 0.23 mmol) in 1:1 THF:MeOH (5 mL) was added 10% Pd/C (0.051 g). The resulting mixture was stirred under hydrogen atmosphere at 25° C. for 4 h. After filtering through a celite cake, the solution was concentrated in vacuo and yielded the title compound as a light yellow solid (0.039 g, 49% yield). MS (ES+) m/z 351.3. Reactants: COC(=O)Cc1c[nH]c2ncccc12, Clc1ccc(CBr)cc1Cl, CN(C)C=O, O. Yields the product COC(=O)Cc1cn(Cc2ccc(Cl)c(Cl)c2)c2ncccc12. As a reaction SMILES: [CH3:1][O:2][C:3]([CH2:4][c:5]1[cH:6][nH:7][c:8]2[n:9][cH:10][cH:11][cH:12][c:13]12)=[O:14].[Cl:15][c:16]1[cH:17][c:18]([CH2:19][Br:20])[cH:21][cH:22][c:23]1[Cl:24].[O:26]=[CH:27][N:28]([CH3:29])[CH3:30].[OH2:25]>>[CH3:1][O:2][C:3]([CH2:4][c:5]1[cH:6][n:7]([CH2:19][c:18]2[cH:17][c:16]([Cl:15])[c:23]([Cl:24])[cH:22][cH:21]2)[c:8]2[n:9][cH:10][cH:11][cH:12][c:13]12)=[O:14]. The reactants are CCOC(=O)C1(c2ccccc2)CCC=CC1O, CN(C)C=O, O=S(Cl)Cl. Yields the product CCOC(=O)C1(c2ccccc2)CCC=CC1Cl. RXN SMILES: [CH2:1]([CH3:2])[O:3][C:4](=[O:5])[C:6]1([c:13]2[cH:14][cH:15][cH:16][cH:17][cH:18]2)[CH:7]([OH:12])[CH:8]=[CH:9][CH2:10][CH2:11]1.[CH3:23][N:24]([CH3:25])[CH:26]=[O:27].[S:19]([Cl:20])([Cl:21])=[O:22]>>[CH2:1]([CH3:2])[O:3][C:4](=[O:5])[C:6]1([c:13]2[cH:14][cH:15][cH:16][cH:17][cH:18]2)[CH:7]([Cl:21])[CH:8]=[CH:9][CH2:10][CH2:11]1. Reactants: CC(=O)N1CCc2ccc(Cl)cc2C1, ClC(Cl)Cl, O=S(=O)(O)Cl. Product: CC(=O)N1CCc2cc(S(=O)(=O)Cl)c(Cl)cc2C1. RXN SMILES: [C:1]([CH3:2])(=[O:3])[N:4]1[CH2:5][c:6]2[cH:7][c:8]([Cl:14])[cH:9][cH:10][c:11]2[CH2:12][CH2:13]1.[CH:20]([Cl:21])([Cl:22])[Cl:23].[Cl:15][S:16](=[O:17])(=[O:18])[OH:19]>>[C:1]([CH3:2])(=[O:3])[N:4]1[CH2:5][c:6]2[cH:7][c:8]([Cl:14])[c:9]([S:16]([Cl:15])(=[O:17])=[O:18])[cH:10][c:11]2[CH2:12][CH2:13]1.